Dataset: the Open Reaction Database (ORD), a public repository of structured organic reaction records. Task: describe an organic reaction: reactants, conditions, products, and yield Starting materials: [Al+3], O=C1COCC2CNCCN12, CC(C)O, [H-], [H-], [H-], [H-], [Li+], [Na+], [Na+], O=S(=O)([O-])[O-], C1COCCO1. Yields the product C1CN2CCOCC2CN1. As a reaction SMILES: [Al+3:13].[CH2:1]1[O:2][CH2:3][C:4](=[O:11])[N:5]2[CH:6]1[CH2:7][NH:8][CH2:9][CH2:10]2.[CH:18]([OH:19])([CH3:20])[CH3:21].[H-:12].[H-:15].[H-:16].[H-:17].[Li+:14].[Na+:22].[Na+:23].[O-:24][S:25]([O-:26])(=[O:27])=[O:28].[O:29]1[CH2:30][CH2:31][O:32][CH2:33][CH2:34]1>>[CH2:1]1[O:2][CH2:3][CH2:4][N:5]2[CH:6]1[CH2:7][NH:8][CH2:9][CH2:10]2. The reactants are CNC, O=S(=O)(O)Cl, Clc1cn2ccnc2cn1, O=S(Cl)Cl. Yields the product CN(C)S(=O)(=O)c1cnc2cnc(Cl)cn12. RXN SMILES: [CH3:15][NH:16][CH3:17].[Cl:18][S:19](=[O:20])(=[O:21])[OH:22].[Cl:1][c:2]1[n:3][cH:4][c:5]2[n:6]([cH:7]1)[cH:8][cH:9][n:10]2.[S:11]([Cl:12])([Cl:13])=[O:14]>>[Cl:1][c:2]1[n:3][cH:4][c:5]2[n:6]([cH:7]1)[c:8]([S:19]([N:16]([CH3:15])[CH3:17])(=[O:20])=[O:21])[cH:9][n:10]2. The reactants are [PH2](=O)C1=C(C2=CC=CC=C2C=C1)C1=C(C=CC2=CC=CC=C12)OS(=O)(=O)C(F)(F)F (2-phosphinyl-2'-trifluoromethanesulfonyloxy-1,1'-binaphthyl). Run in C(C)N(CC)CC (triethylamine). The product is PC1=C(C2=CC=CC=C2C=C1)C1=C(C=CC2=CC=CC=C12)O (2-phosphino-2'-hydroxy-1,1'-binaphthyl). Reaction SMILES: [PH2:1]([C:3]1[CH:12]=[CH:11][C:10]2[C:5](=[CH:6][CH:7]=[CH:8][CH:9]=2)[C:4]=1[C:13]1[C:22]2[C:17](=[CH:18][CH:19]=[CH:20][CH:21]=2)[CH:16]=[CH:15][C:14]=1[O:23]S(C(F)(F)F)(=O)=O)=O>C(N(CC)CC)C>[PH2:1][C:3]1[CH:12]=[CH:11][C:10]2[C:5](=[CH:6][CH:7]=[CH:8][CH:9]=2)[C:4]=1[C:13]1[C:22]2[C:17](=[CH:18][CH:19]=[CH:20][CH:21]=2)[CH:16]=[CH:15][C:14]=1[OH:23]. Reported procedure: More specifically, following Tetrahedron Letters, 31, 6321-6324 (1990), trifluoromethanesulfonic anhydride (4) is reacted with 1,1-bi-2-naphthol (3) to form 2,2'-bis(trifluoromethanesulfonyloxy)-1,1'-binaphthyl (5). This compound (5) is reacted with phosphine oxide (6) in the presence of a palladium catalyst to form 2-phosphinyl-2'-trifluoromethanesulfonyloxy-1,1'-binaphthyl (7). Compound (7) is then reduced in the presence of triethylamine, followed by hydrolysis of the reduction product to for... Reactants: CN (methylamine), solution, ClC1=CC=C(C=C1)C1=NC=2C(=NC=CC2)N1[C@@H](C(=O)O)C ((R)-2-(4-chlorophenyl)-α-methyl-3H-imidazo[4,5-b]pyridine-3-acetic acid), C(=O)(N1C=NC=C1)N1C=NC=C1 (1,1'carbonyldiimidazole). Solvent: O1CCCC1 (tetrahydrofuran), O1CCCC1 (tetrahydrofuran). Reaction conditions: time 8 hour. Product: ClC1=CC=C(C=C1)C1=NC=2C(=NC=CC2)N1[C@@H](C(=O)NC)C ((R)-2-(4-Chlorophenyl)-N,α-dimethyl-3H-imidazo[4,5-b]pyridine-3-acetamide). The yield is 61.4%. Reaction SMILES: [Cl:1][C:2]1[CH:7]=[CH:6][C:5]([C:8]2[N:16]([C@H:17]([CH3:21])[C:18]([OH:20])=O)[C:11]3=[N:12][CH:13]=[CH:14][CH:15]=[C:10]3[N:9]=2)=[CH:4][CH:3]=1.[C:22](N1C=CN=C1)([N:24]1C=CN=C1)=O.CN>O1CCCC1>[Cl:1][C:2]1[CH:3]=[CH:4][C:5]([C:8]2[N:16]([C@H:17]([CH3:21])[C:18]([NH:24][CH3:22])=[O:20])[C:11]3=[N:12][CH:13]=[CH:14][CH:15]=[C:10]3[N:9]=2)=[CH:6][CH:7]=1. Procedure: A solution of (R)-2-(4-chlorophenyl)-α-methyl-3H-imidazo[4,5-b]pyridine-3-acetic acid (5.0 g, 0.0166 mole), 1,1'carbonyldiimidazole (2.69 g, 0.0166 mole), and dry tetrahydrofuran (100 ml) was stirred at room temperature for 1.75 hours with a stream of nitrogen bubbling through it. A solution of methylamine in tetrahydrofuran (33 ml of a 3.03M solution, 0.996 mole) was added and the reaction mixture was stirred at room temperature overnight under nitrogen. The solvents were removed under reduced ... Reported procedure: Acetyl chloride (0.6 ml) was added to a solution of 1-(4-methyl-5-thiazolyl)-1-phenylmethanol (800 mg) and pyridine (0.5 ml) in dichloromethane (30 ml) at 0° C. under an atmosphere of dry nitrogen. The mixture was allowed to warm room temperature and was then stirred overnight. Evaporation and purification of the residue by flash chromatography gave the title compound. The product is C(C)(=O)OC(C1=CC=CC=C1)C1=C(N=CS1)C (1-(4-Methyl-5-thiazolyl)-1-phenylmethyl Acetate). Starting materials: C(C)(=O)Cl (Acetyl chloride), CC=1N=CSC1C(O)C1=CC=CC=C1 (1-(4-methyl-5-thiazolyl)-1-phenylmethanol), N1=CC=CC=C1 (pyridine). Run in ClCCl (dichloromethane). Reaction SMILES: [C:1](Cl)(=[O:3])[CH3:2].[CH3:5][C:6]1[N:7]=[CH:8][S:9][C:10]=1[CH:11]([C:13]1[CH:18]=[CH:17][CH:16]=[CH:15][CH:14]=1)[OH:12].N1C=CC=CC=1>ClCCl>[C:1]([O:12][CH:11]([C:10]1[S:9][CH:8]=[N:7][C:6]=1[CH3:5])[C:13]1[CH:18]=[CH:17][CH:16]=[CH:15][CH:14]=1)(=[O:3])[CH3:2]. Reaction conditions: time 8 hour. The reactants are CC(C)(C)C(=O)OCn1ccc2ccccc21, CO. Yields the product OCn1ccc2ccccc21. RXN SMILES: [C:1](=[O:2])([C:3]([CH3:4])([CH3:5])[CH3:6])[O:7][CH2:8][n:9]1[cH:10][cH:11][c:12]2[cH:13][cH:14][cH:15][cH:16][c:17]12.[CH3:18][OH:19]>>[OH:7][CH2:8][n:9]1[cH:10][cH:11][c:12]2[cH:13][cH:14][cH:15][cH:16][c:17]12.